From a dataset of the Open Reaction Database (ORD), a public repository of structured organic reaction records. describe an organic reaction: reactants, conditions, products, and yield Run in solution, CO (methanol). The reactants are COP(=O)(CN1C(C=2C(C1=O)=CC=CC2)=O)CC(CC(C)(C)C)C(N[C@@H](CC(C)C)C(NC)=O)=O ([(RS)-4-methyl-2-[[(S)-3-methyl-1-(methylcarbamoyl)butyl]carbamoyl]-4-methylpentyl](phthalimidomethyl)phosphinic acid methyl ester), O.NN (hydrazine hydrate). RXN SMILES: [CH3:1][O:2][P:3]([CH2:17][CH:18]([C:24](=[O:35])[NH:25][C@H:26]([C:31](=[O:34])[NH:32][CH3:33])[CH2:27][CH:28]([CH3:30])[CH3:29])[CH2:19][C:20](C)([CH3:22])[CH3:21])([CH2:5][N:6]1C(=O)C2=CC=CC=C2C1=O)=[O:4].[OH2:36].NN>CO>[C:31]([OH:34])(=[O:36])[CH3:26].[CH3:1][O:2][P:3]([CH2:5][NH2:6])([CH2:17][CH:18]([C:24](=[O:35])[NH:25][C@H:26]([C:31](=[O:34])[NH:32][CH3:33])[CH2:27][CH:28]([CH3:30])[CH3:29])[CH2:19][CH:20]([CH3:22])[CH3:21])=[O:4] |f:1.2,4.5|. Product: C(C)(=O)O.COP(=O)(CC(CC(C)C)C(N[C@@H](CC(C)C)C(NC)=O)=O)CN ((aminomethyl)[(RS)-4-methyl-2-[[(S)-3-methyl-1-(methylcarbamoyl)butyl]carbamoyl]pentyl]phosphinic acid methyl ester acetate). Reported procedure: 2.5 g of [(RS)-4-methyl-2-[[(S)-3-methyl-1-(methylcarbamoyl)butyl]carbamoyl]-4-methylpentyl](phthalimidomethyl)phosphinic acid methyl ester, prepared as described in Example 1(A)(v), were dissolved in 30 ml of a 0.33M solution of hydrazine hydrate in methanol. The mixture was stirred at room temperature for 18 hours and was then evaporated. The residue was suspended in 50 ml of dichloromethane and 0.7 g of glacial acetic acid was added. After standing at room temperature for 1 hour the precipita... Reaction conditions: time 18 hour. The reactants are ( 1 ), ( 1 ), FC(CCCC(=O)O)(F)F (5,5,5-Trifluoropentanoic acid), CN[C@H](C(=O)OC)CC=C ((S)-methyl 2-(methylamino)pent-4-enoate). The product is FC(CCCC(=O)N(C)[C@H](C(=O)OC)CC=C)(F)F ((S)-methyl 2-(5,5,5-trifluoro-N-methylpentanamido)pent-4-enoate). The yield is 48.0%. As a reaction SMILES: [F:1][C:2]([F:10])([F:9])[CH2:3][CH2:4][CH2:5][C:6]([OH:8])=O.[CH3:11][NH:12][C@@H:13]([CH2:18][CH:19]=[CH2:20])[C:14]([O:16][CH3:17])=[O:15]>>[F:9][C:2]([F:1])([F:10])[CH2:3][CH2:4][CH2:5][C:6]([N:12]([C@@H:13]([CH2:18][CH:19]=[CH2:20])[C:14]([O:16][CH3:17])=[O:15])[CH3:11])=[O:8]. Procedure: Step H (1): 5,5,5-Trifluoropentanoic acid and (S)-methyl 2-(methylamino)pent-4-enoate from Step G (1) were coupled according to the conditions described in Step A (1). The crude reaction products were purified by silica-gel column chromatography to give 191 mg (48% yield) of (S)-methyl 2-(5,5,5-trifluoro-N-methylpentanamido)pent-4-enoate as a clear oil. LC-MS (M+H)+=282.1; 1H NMR (500 MHz, CDCl3) δ ppm 1.86-1.95 (m, 2H) 2.12-2.23 (m, 2H) 2.38-2.50 (m, 3H) 2.70-2.80 (m, 1H) 2.91 (s, 3H) 3.67-3.76... The solvent is C1CCOC1 (THF). Yield: 57.7%. Yields the product COC(COC1=C(C(=C2C(=N1)SC(=C2N)C(NC2CC2)=O)C)Cl)=O ((3-Amino-5-chloro-2-cyclopropylcarbamoyl-4-methyl-thieno[2,3-b]pyridin-6-yloxy)-acetic acid methyl ester). Run at temperature 90 celsius, time 20 minute. Procedure: To a solution of methyl glycolate (6.55 g, 72.7 mmol) in THF (35 ml) at room temperature is added dropwise a solution of lithium bis(trimethylsilyl)amide (1.0 M in hexanes) (36.35 ml, 36.35 mmol). The resulting mixture is stirred for 20 minutes, then treated with 3-amino-5-chloro-6-methanesulfinyl-4-methyl-thieno[2,3-b]pyridine-2-carboxylic acid cyclopropylamide (5.0 g, 14.54 mmol). The reaction vessel is sealed and heated at 90° C. for 3 hours. The reaction is cooled to room temperature and que... As a reaction SMILES: [C:1]([O:5][CH3:6])(=[O:4])[CH2:2][OH:3].C[Si]([N-][Si](C)(C)C)(C)C.[Li+].[CH:17]1([NH:20][C:21]([C:23]2[S:36][C:26]3=[N:27][C:28](S(C)=O)=[C:29]([Cl:32])[C:30]([CH3:31])=[C:25]3[C:24]=2[NH2:37])=[O:22])[CH2:19][CH2:18]1>C1COCC1>[CH3:6][O:5][C:1](=[O:4])[CH2:2][O:3][C:28]1[N:27]=[C:26]2[S:36][C:23]([C:21](=[O:22])[NH:20][CH:17]3[CH2:18][CH2:19]3)=[C:24]([NH2:37])[C:25]2=[C:30]([CH3:31])[C:29]=1[Cl:32] |f:1.2|. The reactants are C(CO)(=O)OC (methyl glycolate), C[Si](C)(C)[N-][Si](C)(C)C.[Li+] (lithium bis(trimethylsilyl)amide), C1(CC1)NC(=O)C1=C(C=2C(=NC(=C(C2C)Cl)S(=O)C)S1)N (3-amino-5-chloro-6-methanesulfinyl-4-methyl-thieno[2,3-b]pyridine-2-carboxylic acid cyclopropylamide). The reactants are [Br-], CCOCC, CC(C)=O, [Cl-], Fc1ccc(C[Mg+])c(F)c1, [NH4+]. Yields the product CC(C)(O)Cc1ccc(F)cc1F. As a reaction SMILES: [Br-:5].[CH3:18][CH2:19][O:20][CH2:21][CH3:22].[CH3:1][C:2]([CH3:3])=[O:4].[Cl-:16].[F:6][c:7]1[c:8]([CH2:9][Mg+:10])[cH:11][cH:12][c:13]([F:15])[cH:14]1.[NH4+:17]>>[CH3:1][C:2]([CH3:3])([OH:4])[CH2:9][c:8]1[c:7]([F:6])[cH:14][c:13]([F:15])[cH:12][cH:11]1. Starting materials: ClC1=C(OC2CN(C2)C(=O)Cl)C=CC(=C1)F (3-(2-chloro-4-fluorophenoxy)-1-azetidinecarbonyl chloride), CN (monomethylamine). The solvent is O (water), O1CCCC1 (tetrahydrofuran). Run at time 16 hour. Yields the product ClC1=C(OC2CN(C2)C(=O)NC)C=CC(=C1)F (3-(2-Chloro-4-fluorophenoxy)-N-methyl-1-azetidinecarboxamide). RXN SMILES: [Cl:1][C:2]1[CH:15]=[C:14]([F:16])[CH:13]=[CH:12][C:3]=1[O:4][CH:5]1[CH2:8][N:7]([C:9](Cl)=[O:10])[CH2:6]1.[CH3:17][NH2:18]>O1CCCC1.O>[Cl:1][C:2]1[CH:15]=[C:14]([F:16])[CH:13]=[CH:12][C:3]=1[O:4][CH:5]1[CH2:8][N:7]([C:9]([NH:18][CH3:17])=[O:10])[CH2:6]1. Procedure: A stirred solution of 2.9 g (0.011 mole) of 3-(2-chloro-4-fluorophenoxy)-1-azetidinecarbonyl chloride in 20 mL of tetrahydrofuran was treated with 4 mL (0.05 mole) of 40% aqueous monomethylamine and stirred for 16 hr. The reaction mixture was diluted with 200 mL of water. The solid which precipitated was collected by filtration (2.7 g). The crude product was recrystallized from benzene/ligroin yielding 2.4 g (84.3%) of fine white crystals, mp 139°-141° C. Starting materials: N1=CC(=CC=C1)CC1CC=2C=CC(=CC2CC1)C(=O)OCC (ethyl 6-(3-pyridylmethyl)-5,6,7,8-tetrahydro-2-naphthalenecarboxylate), Cl (hydrochloric acid). Reported procedure: 1.8 g of ethyl 6-(3-pyridylmethyl)-5,6,7,8-tetrahydro-2-naphthalenecarboxylate was mixed with 50 ml of 6 normal hydrochloric acid and the mixture was heated under reflux for 4 hours. The reaction mixture was concentrated to dryness in vacuo. The residue was recrystallized from methanol to give 1.04 g of 6-(3-pyridylmethyl)-5,6,7,8-tetrahydro-2-naphthalenecarboxylic acid hydrochloride as colorless crystals with m.p. 222°-226° C. Reaction SMILES: [N:1]1[CH:6]=[CH:5][CH:4]=[C:3]([CH2:7][CH:8]2[CH2:17][CH2:16][C:15]3[CH:14]=[C:13]([C:18]([O:20]CC)=[O:19])[CH:12]=[CH:11][C:10]=3[CH2:9]2)[CH:2]=1.[ClH:23]>Cl.N1(CCC2CCCC3C(C(O)=O)=CC=CC2=3)C=CN=C1>[ClH:23].[N:1]1[CH:6]=[CH:5][CH:4]=[C:3]([CH2:7][CH:8]2[CH2:17][CH2:16][C:15]3[CH:14]=[C:13]([C:18]([OH:20])=[O:19])[CH:12]=[CH:11][C:10]=3[CH2:9]2)[CH:2]=1 |f:2.3,4.5|. Yields the product Cl.N1=CC(=CC=C1)CC1CC=2C=CC(=CC2CC1)C(=O)O (6-(3-pyridylmethyl)-5,6,7,8-tetrahydro-2-naphthalenecarboxylic acid hydrochloride). Run in Cl.N1(C=NC=C1)CCC1C=2C=CC=C(C2CCC1)C(=O)O (5-(2-(1-imidazolyl)ethyl)-5,6,7,8-tetrahydro-1-naphthalenecarboxylic acid hydrochloride).